This data is from the Open Reaction Database (ORD), a public repository of structured organic reaction records. The task is: describe an organic reaction: reactants, conditions, products, and yield Reaction SMILES: C(OC(=O)[NH:7][C@H:8]([C:20]1[CH:25]=[CH:24][CH:23]=[CH:22][CH:21]=1)[C@H:9]([OH:19])[CH2:10][O:11][Si](C(C)(C)C)(C)C)(C)(C)C.[ClH:27].O1CCOCC1>CO>[ClH:27].[NH2:7][C@H:8]([C:20]1[CH:25]=[CH:24][CH:23]=[CH:22][CH:21]=1)[C@H:9]([OH:19])[CH2:10][OH:11] |f:1.2,4.5|. Yields the product Cl.N[C@@H]([C@@H](CO)O)C1=CC=CC=C1 ((2S,3R)-3-amino-3-phenylpropane-1,2-diol hydrochloride). Reported procedure: To a solution of 300 mg of tert-butyl[(1R,2S)-3-{[tert-butyl(dimethyl)silyl]oxy}-2-hydroxy-1-phenylpropyl]carbamate and 5 ml of methanol was added 5 ml of a 4 M hydrogen chloride/dioxane solution, followed by stirring for 2 hours. The solvent was evaporated under reduced pressure to obtain 171 mg of (2S,3R)-3-amino-3-phenylpropane-1,2-diol hydrochloride. Run in CO (methanol). Conditions: time 2 hour. Starting materials: C(C)(C)(C)OC(N[C@@H]([C@@H](CO[Si](C)(C)C(C)(C)C)O)C1=CC=CC=C1)=O (tert-butyl[(1R,2S)-3-{[tert-butyl(dimethyl)silyl]oxy}-2-hydroxy-1-phenylpropyl]carbamate), Cl.O1CCOCC1 (hydrogen chloride dioxane). Reactants: CN(C=O)C (Dimethylformamide), CCCCCC (hexane), S(=O)(=O)(O)C(C(=O)O)N1C=CC=C1 (2-Sulfo-2-(1-pyrryl)acetic acid), S(=O)(Cl)Cl (thionyl chloride). Run in CCOCC (ether), CCOCC (ether). Run at temperature 40 celsius. The product is S(=O)(=O)(O)C(C(=O)Cl)N1C=CC=C1 (2-Sulfo-2-(1-pyrryl)acetyl chloride). As a reaction SMILES: [S:1]([CH:5]([N:9]1[CH:13]=[CH:12][CH:11]=[CH:10]1)[C:6](O)=[O:7])([OH:4])(=[O:3])=[O:2].S(Cl)([Cl:16])=O.CN(C)C=O.CCCCCC>CCOCC>[S:1]([CH:5]([N:9]1[CH:13]=[CH:12][CH:11]=[CH:10]1)[C:6]([Cl:16])=[O:7])([OH:4])(=[O:3])=[O:2]. Reported procedure: 2-Sulfo-2-(1-pyrryl)acetic acid is treated with thionyl chloride in ether at room temperature according to the general procedure in J. Med. Chem., 15, 1105 (1972) until the evolution of gas stops. Dimethylformamide is added, the solution is warmed to about 40° C. for 1 hour. Then ether is added, followed by hexane and the solution cooled to about -25° C. 2-Sulfo-2-(1-pyrryl)acetyl chloride is isolated from the solvent by decantation.